From a dataset of the Open Reaction Database (ORD), a public repository of structured organic reaction records. describe an organic reaction: reactants, conditions, products, and yield Starting materials: CI, CN(C)C=O, Cl, [H-], [Na+], COC(=O)C1CC(=O)N(C(C)c2ccccc2)C1. The product is COC(=O)C1(C)CC(=O)N(C(C)c2ccccc2)C1. As a reaction SMILES: [CH3:19][I:20].[CH3:24][N:25]([CH3:26])[CH:27]=[O:28].[ClH:23].[H-:21].[Na+:22].[O:1]=[C:2]1[CH2:3][CH:4]([C:15](=[O:16])[O:17][CH3:18])[CH2:5][N:6]1[CH:7]([CH3:8])[c:9]1[cH:10][cH:11][cH:12][cH:13][cH:14]1>>[O:1]=[C:2]1[CH2:3][C:4]([C:15](=[O:16])[O:17][CH3:18])([CH3:19])[CH2:5][N:6]1[CH:7]([CH3:8])[c:9]1[cH:10][cH:11][cH:12][cH:13][cH:14]1. Starting materials: Cc1noc(C)c1Br, OB(O)c1ccccc1C=C1c2ccccc2CCc2ccccc21. The product is Cc1noc(C)c1-c1ccccc1C=C1c2ccccc2CCc2ccccc21. Reaction SMILES: [Br:26][c:27]1[c:28]([CH3:33])[n:29][o:30][c:31]1[CH3:32].[cH:1]1[cH:2][cH:3][cH:4][c:5]2[c:11]1[CH2:10][CH2:9][c:8]1[c:7]([cH:15][cH:14][cH:13][cH:12]1)[C:6]2=[CH:16][c:17]1[c:18]([B:23]([OH:24])[OH:25])[cH:19][cH:20][cH:21][cH:22]1>>[cH:1]1[cH:2][cH:3][cH:4][c:5]2[c:11]1[CH2:10][CH2:9][c:8]1[c:7]([cH:15][cH:14][cH:13][cH:12]1)[C:6]2=[CH:16][c:17]1[c:18](-[c:27]2[c:28]([CH3:33])[n:29][o:30][c:31]2[CH3:32])[cH:19][cH:20][cH:21][cH:22]1. Starting materials: CCOC(=O)c1cccnc1, CC#N, Cc1ccccc1, [H-], [Na+]. The product is N#CCC(=O)c1cccnc1. As a reaction SMILES: [C:1]([c:2]1[cH:3][n:4][cH:5][cH:6][cH:7]1)([O:9][CH2:8][CH3:10])=[O:11].[CH3:14][C:15]#[N:16].[CH3:17][c:18]1[cH:19][cH:20][cH:21][cH:22][cH:23]1.[H-:13].[Na+:12]>>[C:1]([c:2]1[cH:3][n:4][cH:5][cH:6][cH:7]1)(=[O:9])[CH2:14][C:15]#[N:16]. Starting materials: C(C)(=O)OC(C)=O (acetic anhydride), BrC=1C=C(C(=NC1)NN)C (5-bromo-2-hydrazinyl-3-methylpyridine). The solvent is C1CCOC1 (THF), O1CCOCC1 (dioxane), C(C)(=O)O (acetic acid). Conditions: time 10 minute. The product is BrC=1C=C(C=2N(C1)C(=NN2)C)C (6-bromo-3,8-dimethyl-[1,2,4]triazolo[4,3-a]pyridine). The yield is 96.3%. Reaction SMILES: [C:1](OC(=O)C)(=O)[CH3:2].[Br:8][C:9]1[CH:10]=[C:11]([CH3:17])[C:12]([NH:15][NH2:16])=[N:13][CH:14]=1>C1COCC1.O1CCOCC1.C(O)(=O)C>[Br:8][C:9]1[CH:10]=[C:11]([CH3:17])[C:12]2[N:13]([C:1]([CH3:2])=[N:16][N:15]=2)[CH:14]=1. Procedure: A solution of acetic anhydride (12.22 mL, 129 mmol) in THF (10 mL) was added over a 10 min period to a suspension of 5-bromo-2-hydrazinyl-3-methylpyridine (25 g, 118 mmol) (Step 130.5) in dioxane (125 mL) and acetic acid (25 mL), at rt. The reaction mixture was stirred for 10 min at rt, heated to 100° C., stirred for 7 h at this temperature, and concentrated. The solid residue was purified by trituration with TBME to provide the title compound (25.7 g) as a colorless solid. tR: 0.39 min (LC-MS 2... Reactants: CCO, COC(=O)c1ccc(C=Cc2cc3c(cc2Cn2cccn2)C(C)(C)CCC3(C)C)cc1, Cl, [Na+], [OH-], O. As a reaction SMILES: [CH2:36]([OH:37])[CH3:38].[CH3:1][O:2][C:3]([c:4]1[cH:5][cH:6][c:7]([CH:10]=[CH:11][c:12]2[cH:13][c:14]3[c:19]([cH:20][c:21]2[CH2:22][n:23]2[n:24][cH:25][cH:26][cH:27]2)[C:18]([CH3:28])([CH3:29])[CH2:17][CH2:16][C:15]3([CH3:30])[CH3:31])[cH:8][cH:9]1)=[O:32].[ClH:35].[Na+:34].[OH-:33].[OH2:39]>>[O:2]=[C:3]([c:4]1[cH:5][cH:6][c:7]([CH:10]=[CH:11][c:12]2[cH:13][c:14]3[c:19]([cH:20][c:21]2[CH2:22][n:23]2[n:24][cH:25][cH:26][cH:27]2)[C:18]([CH3:28])([CH3:29])[CH2:17][CH2:16][C:15]3([CH3:30])[CH3:31])[cH:8][cH:9]1)[OH:32]. Yields the product CC1(C)CCC(C)(C)c2cc(Cn3cccn3)c(C=Cc3ccc(C(=O)O)cc3)cc21. Yields the product O1COC2=C1C=CC=C2C2CCN(CC2)CC[C@@H]2CC[C@H](CC2)NC(=O)C2(CCCCC2)OC (1-Methoxy-cyclohexanecarboxylic acid-trans-N-{4-[2-(4-benzo[1,3]dioxol-4-yl-piperidin-1-yl)-ethyl]-cyclohexyl}-amide). Reactants: solid, Cl.O1COC2=C1C=CC=C2C2CCN(CC2)CC[C@@H]2CC[C@H](CC2)N (Trans-4-[2-(4-Benzo[1,3]dioxol-4-yl-piperidin-1-yl)-ethyl]-cyclohexylamine hydrochloride), Cl.O1COC2=C1C=CC=C2C2CCN(CC2)CC[C@@H]2CC[C@H](CC2)N (Trans-4-[2-(4-Benzo[1,3]dioxol-4-yl-piperidin-1-yl)-ethyl]-cyclohexylamine hydrochloride), COC1(CCCCC1)C(=O)O (1-Methoxycyclohexane-1-carboxylic acid). Reported procedure: The title compound, white solid (22.2 mg, 57.7%), MS (ISP) m/z=471.3 [(M+H)+], was prepared in accordance with the general method of example 1 from Trans-4-[2-(4-Benzo[1,3]dioxol-4-yl-piperidin-1-yl)-ethyl]-cyclohexylamine hydrochloride (intermediate A) (30 mg, 0.0818 mmol) and 1-Methoxycyclohexane-1-carboxylic acid. RXN SMILES: Cl.[O:2]1[C:6]2[CH:7]=[CH:8][CH:9]=[C:10]([CH:11]3[CH2:16][CH2:15][N:14]([CH2:17][CH2:18][C@H:19]4[CH2:24][CH2:23][C@H:22]([NH2:25])[CH2:21][CH2:20]4)[CH2:13][CH2:12]3)[C:5]=2[O:4][CH2:3]1.[CH3:26][O:27][C:28]1([C:34](O)=[O:35])[CH2:33][CH2:32][CH2:31][CH2:30][CH2:29]1>>[O:2]1[C:6]2[CH:7]=[CH:8][CH:9]=[C:10]([CH:11]3[CH2:16][CH2:15][N:14]([CH2:17][CH2:18][C@H:19]4[CH2:20][CH2:21][C@H:22]([NH:25][C:34]([C:28]5([O:27][CH3:26])[CH2:33][CH2:32][CH2:31][CH2:30][CH2:29]5)=[O:35])[CH2:23][CH2:24]4)[CH2:13][CH2:12]3)[C:5]=2[O:4][CH2:3]1 |f:0.1|. The reactants are COC(=O)C(N)Cc1c[nH]c2ccccc12, CC(C)(C)O, CCN(C(C)C)C(C)C, Cl, Cl, C1CCOC1. Product: COC(=O)C(Cc1c[nH]c2ccccc12)NC(=O)OC(C)(C)C. RXN SMILES: [CH3:16][O:17][C:18]([CH:19]([NH2:20])[CH2:21][c:22]1[cH:23][nH:24][c:25]2[cH:26][cH:27][cH:28][cH:29][c:30]12)=[O:31].[CH3:1][C:2]([CH3:3])([CH3:4])[OH:5].[CH:6]([N:7]([CH:8]([CH3:9])[CH3:10])[CH2:11][CH3:12])([CH3:13])[CH3:14].[ClH:15].[ClH:32].[O:33]1[CH2:34][CH2:37][CH2:36][CH2:35]1>>[CH3:1][C:2]([CH3:3])([CH3:4])[O:5][C:34]([NH:20][CH:19]([C:18]([O:17][CH3:16])=[O:31])[CH2:21][c:22]1[cH:23][nH:24][c:25]2[cH:26][cH:27][cH:28][cH:29][c:30]12)=[O:33]. Reactants: C(#N)C(C1=CC(=C(C=C1)F)OC1=CC=CC=C1)O (α-cyano-4-fluoro-3-phenoxybenzyl alcohol), S1C(=CC2=C1C=CC=C2)C(C(=O)O)C(C)C (2-(2-benzothienyl)-3-methylbutanoic acid), C1(CCCCC1)N=C=NC1CCCCC1 (N,N'-dicyclohexylcarbodiimide). Reagents/catalysts: CN(C1=CC=NC=C1)C (4-dimethylaminopyridine). Solvent: C(Cl)Cl (methylene chloride), CN(C=O)C (dimethylformamide). Conditions: time 2 hour. Yields the product S1C(=CC2=C1C=CC=C2)C(C(=O)OC(C2=CC(=C(C=C2)F)OC2=CC=CC=C2)C#N)C(C)C (α-cyano-4-fluoro-3-phenoxybenzyl 2-(2-benzothienyl)-3-methylbutanoate). RXN SMILES: [C:1]([CH:3]([OH:18])[C:4]1[CH:9]=[CH:8][C:7]([F:10])=[C:6]([O:11][C:12]2[CH:17]=[CH:16][CH:15]=[CH:14][CH:13]=2)[CH:5]=1)#[N:2].[S:19]1[C:23]2[CH:24]=[CH:25][CH:26]=[CH:27][C:22]=2[CH:21]=[C:20]1[CH:28]([CH:32]([CH3:34])[CH3:33])[C:29](O)=[O:30].C1(N=C=NC2CCCCC2)CCCCC1>CN(C)C1C=CN=CC=1.C(Cl)Cl.CN(C)C=O>[S:19]1[C:23]2[CH:24]=[CH:25][CH:26]=[CH:27][C:22]=2[CH:21]=[C:20]1[CH:28]([CH:32]([CH3:34])[CH3:33])[C:29]([O:18][CH:3]([C:1]#[N:2])[C:4]1[CH:9]=[CH:8][C:7]([F:10])=[C:6]([O:11][C:12]2[CH:13]=[CH:14][CH:15]=[CH:16][CH:17]=2)[CH:5]=1)=[O:30]. Procedure: To a stirred solution of α-cyano-4-fluoro-3-phenoxybenzyl alcohol (437 mg, 1.8 mmol), 2-(2-benzothienyl)-3-methylbutanoic acid (2.0 mmol) and 4-dimethylaminopyridine (0.65 mmol) in 20 ml of methylene chloride and 2 ml of dimethylformamide is added N,N'-dicyclohexylcarbodiimide (2.0 mmol). The reaction mixture is stirred, under nitrogen, for two hours and then filtered and extracted with water. The aqueous phase is extracted with ether. The combined organic phases are washed with saturated aqueou...